From a dataset of the Open Reaction Database (ORD), a public repository of structured organic reaction records. describe an organic reaction: reactants, conditions, products, and yield The reactants are C(C)(C)(C)OC(=O)N1CCC(CC1)=O (1-tert-Butoxycarbonyl-4-piperidone), C(C)N.O (ethylamine H2O). Reagents/catalysts: [Pt] (Pt/C). The solvent is C(C)O (ethanol). Run at time 4 hour. The product is C(C)(C)(C)OC(=O)N1CCC(CC1)CCN (N-(1-tert-butoxycarbonyl-4-piperidinyl)ethylamine). Yield: 106.6%. RXN SMILES: [C:1]([O:5][C:6]([N:8]1[CH2:13][CH2:12][C:11](=O)[CH2:10][CH2:9]1)=[O:7])([CH3:4])([CH3:3])[CH3:2].[CH2:15]([NH2:17])[CH3:16].O>C(O)C.[Pt]>[C:1]([O:5][C:6]([N:8]1[CH2:13][CH2:12][CH:11]([CH2:16][CH2:15][NH2:17])[CH2:10][CH2:9]1)=[O:7])([CH3:4])([CH3:3])[CH3:2] |f:1.2|. Procedure: 1-tert-Butoxycarbonyl-4-piperidone (15 g, 75.28 mmol) was dissolved in ethanol (150 ml) and treated with 70% ethylamine/H2O (6.06 ml, 75.29 mmol), followed by 5% Pt/C JM type 117 (2.25 g, 20 wt %). The reaction mixture was subjected to hydrogenation at 2 bar, 50° C. with stiring for 4 hours. The reaction mixture was purged with nitrogen and filtered through GF/F filter paper. The catalyst was washed with ethanol (2×15 ml). The liquors were combined and evaporated to dryness to give N-(1-tert-but... Starting materials: C(C)(C)C1=C(C(=O)O)C=CC(=C1)[N+](=O)[O-] (2-isopropyl-4-nitro-benzoic acid), BrCCO (2-bromoethanol), S(O)(O)(=O)=O (sulfuric acid). Run in O (water). Conditions: temperature 80 celsius. The product is BrCCOC(C1=C(C=C(C=C1)[N+](=O)[O-])C(C)C)=O (2-isopropyl-4-nitro-benzoic acid 2-bromo-ethyl ester). The yield is 69.0%. RXN SMILES: [CH:1]([C:4]1[CH:12]=[C:11]([N+:13]([O-:15])=[O:14])[CH:10]=[CH:9][C:5]=1[C:6]([OH:8])=[O:7])([CH3:3])[CH3:2].[Br:16][CH2:17][CH2:18]O.S(=O)(=O)(O)O>O>[Br:16][CH2:17][CH2:18][O:7][C:6](=[O:8])[C:5]1[CH:9]=[CH:10][C:11]([N+:13]([O-:15])=[O:14])=[CH:12][C:4]=1[CH:1]([CH3:3])[CH3:2]. Procedure: A mixture of 2-isopropyl-4-nitro-benzoic acid (0.23 g, 1.10 mmol), 2-bromoethanol (1.0 mL, 14.1 mmol) and conc. sulfuric acid (0.2 mL) was heated at 80° C. overnight. The mixture was cooled to r.t., diluted with water and extracted twice with ethyl acetate. The organic phase was washed with sat. sodium bicarbonate solution, water and brine then dried over sodium sulfate and concentrated. The crude product was purified by column chromatography on silica (60-120 mesh), eluting with 7% ethyl acetat...